This data is from the Open Reaction Database (ORD), a public repository of structured organic reaction records. The task is: describe an organic reaction: reactants, conditions, products, and yield Reactants: C(C1=CC=CC=C1)OC(=O)N1C[C@H]([C@@H](CC1)NC1=CC=CC=C1)C (trans-N-benzyloxycarbonyl-3-methyl-4-phenylaminopiperidine), C(C)#N (acetonitrile), C(CC)(=O)Cl (propionyl chloride). Reagents/catalysts: CN(C1=CC=NC=C1)C (4-dimethylaminopyridine). The solvent is C([O-])([O-])=O.[Na+].[Na+] (sodium carbonate). Yields the product C(C1=CC=CC=C1)OC(=O)N1C[C@H]([C@@H](CC1)N(C1=CC=CC=C1)C(CC)=O)C (trans-N-benzyloxycarbonyl-3-methyl-4-[(1-oxopropyl)-phenylamino]piperidine). As a reaction SMILES: [CH2:1]([O:8][C:9]([N:11]1[CH2:16][CH2:15][C@@H:14]([NH:17][C:18]2[CH:23]=[CH:22][CH:21]=[CH:20][CH:19]=2)[C@H:13]([CH3:24])[CH2:12]1)=[O:10])[C:2]1[CH:7]=[CH:6][CH:5]=[CH:4][CH:3]=1.C(#N)C.[C:28](Cl)(=[O:31])[CH2:29][CH3:30]>CN(C)C1C=CN=CC=1.C(=O)([O-])[O-].[Na+].[Na+]>[CH2:1]([O:8][C:9]([N:11]1[CH2:16][CH2:15][C@@H:14]([N:17]([C:28](=[O:31])[CH2:29][CH3:30])[C:18]2[CH:23]=[CH:22][CH:21]=[CH:20][CH:19]=2)[C@H:13]([CH3:24])[CH2:12]1)=[O:10])[C:2]1[CH:3]=[CH:4][CH:5]=[CH:6][CH:7]=1 |f:4.5.6|. Procedure details: To a solution of trans-N-benzyloxycarbonyl-3-methyl-4-phenylaminopiperidine (1.5 g, 4.6 mmol), 4-dimethylaminopyridine (375 mg, 3.1 mmol), and acetonitrile (10 ml) is added propionyl chloride (3.6 ml, 41 mmol). The solution is stirred and refluxed for 30 minutes, cooled to room temperature, and diluted with a saturated solution of sodium carbonate (30 ml). The resultant mixture is extracted with ethyl acetate (2×30 ml) and the organic phases combined, dried over magnesium sulfate, and concentrat... Reactants: O=C(CBr)c1ccc(Cl)cc1, CC(=O)CC(C)C, COC(=O)CN, Cl, [Na+], [Na+], O=C([O-])[O-]. The product is COC(=O)CNCC(=O)c1ccc(Cl)cc1. Reaction SMILES: [Br:14][CH2:15][C:16](=[O:17])[c:18]1[cH:19][cH:20][c:21]([Cl:24])[cH:22][cH:23]1.[CH2:25]([C:26]([CH3:27])=[O:28])[CH:29]([CH3:30])[CH3:31].[CH3:2][O:3][C:4]([CH2:5][NH2:6])=[O:7].[ClH:1].[Na+:8].[Na+:9].[O-:10][C:11](=[O:12])[O-:13]>>[CH3:2][O:3][C:4]([CH2:5][NH:6][CH2:15][C:16](=[O:17])[c:18]1[cH:19][cH:20][c:21]([Cl:24])[cH:22][cH:23]1)=[O:7].